This data is from the Open Reaction Database (ORD), a public repository of structured organic reaction records. The task is: describe an organic reaction: reactants, conditions, products, and yield Reactants: COc1ccc(C2=NN(C3CCNCC3)C(=O)C2(C)C)cc1OC, O=C(O)c1ncc(F)cc1F. The product is COc1ccc(C2=NN(C3CCN(C(=O)c4ncc(F)cc4F)CC3)C(=O)C2(C)C)cc1OC. RXN SMILES: [CH3:1][O:2][c:3]1[cH:4][c:5]([C:11]2=[N:15][N:14]([CH:16]3[CH2:17][CH2:18][NH:19][CH2:20][CH2:21]3)[C:13](=[O:22])[C:12]2([CH3:23])[CH3:24])[cH:6][cH:7][c:8]1[O:9][CH3:10].[F:25][c:26]1[c:27]([C:33](=[O:34])[OH:35])[n:28][cH:29][c:30]([F:32])[cH:31]1>>[CH3:1][O:2][c:3]1[cH:4][c:5]([C:11]2=[N:15][N:14]([CH:16]3[CH2:17][CH2:18][N:19]([C:33]([c:27]4[c:26]([F:25])[cH:31][c:30]([F:32])[cH:29][n:28]4)=[O:34])[CH2:20][CH2:21]3)[C:13](=[O:22])[C:12]2([CH3:23])[CH3:24])[cH:6][cH:7][c:8]1[O:9][CH3:10]. Product: Cc1nc(N)nc2c1C(=NOCCN1CCCC1)CC(c1ccccc1-c1ccccc1)C2. Reaction SMILES: [CH3:38][N:39]([CH3:40])[CH2:41][CH2:42][CH2:43][O:44][N:45]=[C:46]1[CH2:47][CH:48]([c:49]2[cH:50][c:51]([F:52])[cH:53][cH:54][c:55]2-[c:56]2[cH:57][cH:58][cH:59][cH:60][cH:61]2)[CH2:62][c:63]2[n:64][c:65]([NH2:66])[n:67][c:68]([CH3:69])[c:70]21.[Cl:28][CH2:29][CH2:30][N:31]1[CH2:32][CH2:33][CH2:34][CH2:35]1.[ClH:27].[H-:36].[NH2:1][c:2]1[n:3][c:4]2[c:9]([c:10]([CH3:12])[n:11]1)[C:8](=[N:13][OH:14])[CH2:7][CH:6]([c:15]1[c:16](-[c:21]3[cH:22][cH:23][cH:24][cH:25][cH:26]3)[cH:17][cH:18][cH:19][cH:20]1)[CH2:5]2.[Na+:37]>>[NH2:1][c:2]1[n:3][c:4]2[c:9]([c:10]([CH3:12])[n:11]1)[C:8](=[N:13][O:14][CH2:29][CH2:30][N:31]1[CH2:32][CH2:33][CH2:34][CH2:35]1)[CH2:7][CH:6]([c:15]1[c:16](-[c:21]3[cH:22][cH:23][cH:24][cH:25][cH:26]3)[cH:17][cH:18][cH:19][cH:20]1)[CH2:5]2. The reactants are Cc1nc(N)nc2c1C(=NOCCCN(C)C)CC(c1cc(F)ccc1-c1ccccc1)C2, ClCCN1CCCC1, Cl, [H-], Cc1nc(N)nc2c1C(=NO)CC(c1ccccc1-c1ccccc1)C2, [Na+]. The product is ClC1=C(C=C(C=C1)C)NC1=C(C=NC=2N1N=CC2C(=O)OCC)C(=O)N2CCC1(CC2)COC2=C1C=CC(=C2)F (7-(2-Chloro-5-methylphenylamino)-3-ethoxycarbonyl-6-(6-fluoro-2H-spiro[benzofuran-3,4′-piperidine]-1′-ylcarbonyl)pyrazolo[1,5-a]pyrimidine). As a reaction SMILES: [Cl:1][C:2]1[CH:7]=[CH:6][C:5]([CH3:8])=[CH:4][C:3]=1[NH:9][C:10]1[N:15]2[N:16]=[CH:17][C:18]([C:19]([O:21][CH2:22][CH3:23])=[O:20])=[C:14]2[N:13]=[CH:12][C:11]=1[C:24]([OH:26])=O.Cl.[F:28][C:29]1[CH:34]=[CH:33][C:32]2[C:35]3([CH2:41][O:42][C:31]=2[CH:30]=1)[CH2:40][CH2:39][NH:38][CH2:37][CH2:36]3>>[Cl:1][C:2]1[CH:7]=[CH:6][C:5]([CH3:8])=[CH:4][C:3]=1[NH:9][C:10]1[N:15]2[N:16]=[CH:17][C:18]([C:19]([O:21][CH2:22][CH3:23])=[O:20])=[C:14]2[N:13]=[CH:12][C:11]=1[C:24]([N:38]1[CH2:39][CH2:40][C:35]2([C:32]3[CH:33]=[CH:34][C:29]([F:28])=[CH:30][C:31]=3[O:42][CH2:41]2)[CH2:36][CH2:37]1)=[O:26] |f:1.2|. Procedure details: In the same manner as in Example 21, step 5 and using 7-(2-chloro-5-methylphenylamino)-3-ethoxycarbonylpyrazolo[1,5-a]pyrimidine-6-carboxylic acid (0.130 g, 0.347 mmol) obtained in Example 66, step 2 and 6-fluoro-2H-spiro[benzofuran-3,4′-piperidine]hydrochloride (0.079 g, 0.382 mmol), the title compound (0.195 g, 100%) was obtained. Yield: 99.6%. Reactants: ClC1=C(C=C(C=C1)C)NC1=C(C=NC=2N1N=CC2C(=O)OCC)C(=O)O (7-(2-Chloro-5-methylphenylamino)-3-ethoxycarbonylpyrazolo[1,5-a]pyrimidine-6-carboxylic acid), Cl.FC1=CC2=C(C=C1)C1(CCNCC1)CO2 (6-fluoro-2H-spiro[benzofuran-3,4′-piperidine]hydrochloride). The reactants are C(C1=CC=CC=C1)N1C(=NC2=C1C=CC(=C2)C=2C(CC(NN2)=O)C)C2=CN(C(C(=C2)[N+](=O)[O-])=O)C (6-[1-benzyl-2-(1-methyl-5-nitro-6-oxo-1,6-dihydro-pyridin-3-yl)-1H-benzoimidazol-5-yl]-5-methyl-4,5-dihydro-2H-pyridazin-3-one). Reagents/catalysts: [Ni] (Raney-Nickel). The solvent is C1CCOC1 (THF). Conditions: time 1 hour. Product: NC1=CC(=CN(C1=O)C)C1=NC2=C(N1CC1=CC=CC=C1)C=CC(=C2)C=2C(CC(NN2)=O)C (6-[2-(5-Amino-1-methyl-6-oxo-1,6-dihydro-pyridin-3-yl)-1-benzyl-1H-benzoimidazol-5-yl]-5-methyl-4,5-dihydro-2H-pyridazin-3-one). Reaction SMILES: [CH2:1]([N:8]1[C:12]2[CH:13]=[CH:14][C:15]([C:17]3[CH:18]([CH3:24])[CH2:19][C:20](=[O:23])[NH:21][N:22]=3)=[CH:16][C:11]=2[N:10]=[C:9]1[C:25]1[CH:30]=[C:29]([N+:31]([O-])=O)[C:28](=[O:34])[N:27]([CH3:35])[CH:26]=1)[C:2]1[CH:7]=[CH:6][CH:5]=[CH:4][CH:3]=1>C1COCC1.[Ni]>[NH2:31][C:29]1[C:28](=[O:34])[N:27]([CH3:35])[CH:26]=[C:25]([C:9]2[N:8]([CH2:1][C:2]3[CH:3]=[CH:4][CH:5]=[CH:6][CH:7]=3)[C:12]3[CH:13]=[CH:14][C:15]([C:17]4[CH:18]([CH3:24])[CH2:19][C:20](=[O:23])[NH:21][N:22]=4)=[CH:16][C:11]=3[N:10]=2)[CH:30]=1. Procedure details: In a hydrogenation apparatus is placed 6-[1-benzyl-2-(1-methyl-5-nitro-6-oxo-1,6-dihydro-pyridin-3-yl)-1H-benzoimidazol-5-yl]-5-methyl-4,5-dihydro-2H-pyridazin-3-one F-1 (97 mg; 0.21 mmol) dissolved in 50 ml THF. A scoop of Raney-Nickel is added and the reactor filled up with H2 to 5 bar. The reaction mixture is stirred at room temperature for 1 hour. The Raney-Nickel is filtered off and the filtrate concentrated under reduced pressure. The residue is purified by using reversed phase chromatogra... Reactants: Cl.C(=O)(O)NCCNCC1=CC=CC=C1 (N-carboxybenzylethylenediamine hydrochloride), [OH-].[Na+] (sodium hydroxide). Solvent: O (water). Run at time 10 minute. Yields the product C(=O)(O)NCCNCC1=CC=CC=C1 (N-Carboxybenzylethylenediamine). Isolated yield 88.3%. RXN SMILES: Cl.[C:2]([NH:5][CH2:6][CH2:7][NH:8][CH2:9][C:10]1[CH:15]=[CH:14][CH:13]=[CH:12][CH:11]=1)([OH:4])=[O:3].[OH-].[Na+]>O>[C:2]([NH:5][CH2:6][CH2:7][NH:8][CH2:9][C:10]1[CH:15]=[CH:14][CH:13]=[CH:12][CH:11]=1)([OH:4])=[O:3] |f:0.1,2.3|. Reported procedure: A suspension of 19.5 g of the above hydrochloride in 300 ml of water was basified to pH 14 with sodium hydroxide solution. The mixture was stirred for 10 minutes, filtered and the filtrate extracted with three 100 ml portions of dichloromethane. The extracts were combined, washed with brine, dried, filtered and evaporated to dryness, giving 14.5 g of the desired compound as the free base. Reactants: [NH4+].[OH-] (NH4OH), C(C)(C)N(CC)C(C)C (diisopropylethylamine), ClC=1N=NC(=CC1C(=O)Cl)Cl (3,6-dichloropyridazine-4-carbonyl chloride). Reagents/catalysts: CN(C)C=1C=CN=CC1 (DMAP). Solvent: C1CCOC1 (THF). Reaction conditions: time 20 minute. The product is ClC=1N=NC(=CC1C(=O)N)Cl (3,6-Dichloropyridazine-4-carboxamide). Isolated yield 96.7%. As a reaction SMILES: [NH4+].[OH-].C([N:6](C(C)C)CC)(C)C.[Cl:12][C:13]1[N:14]=[N:15][C:16]([Cl:22])=[CH:17][C:18]=1[C:19](Cl)=[O:20]>C1COCC1.CN(C1C=CN=CC=1)C>[Cl:12][C:13]1[N:14]=[N:15][C:16]([Cl:22])=[CH:17][C:18]=1[C:19]([NH2:6])=[O:20] |f:0.1|. Reported procedure: A solution of NH4OH (1.1 mL, 17 mmol, 1.2 equiv) and diisopropylethylamine (6.2 mL, 36 mmol, 2.1 equiv) in THF (57 mL) was sonicated until homogeneous after which was added DMAP (1.0 g, 14 mmol, 1.0 equiv). 3,6-dichloropyridazine-4-carbonyl chloride (3.0 g, 14 mmol, 1.0 equiv) was then added and the solution was stirred at room temperature for 20 minutes. The solution was filtered and partitioned between EtOAc and 1M KHSO4 solution. The organic layer was washed once more with 1M KHSO4 and satura... RXN SMILES: [C:1]([CH3:2])([CH3:3])([CH3:4])[O:5][C:6](=[O:7])[N:8]1[CH:9]([C:28](=[O:29])[O:30][CH2:31][CH3:32])[CH2:10][N:11]([S:14](=[O:15])(=[O:16])[c:17]2[cH:18][c:19]3[cH:20][cH:21][c:22]([Cl:27])[cH:23][c:24]3[cH:25][cH:26]2)[CH2:12][CH2:13]1.[CH3:33][CH2:34][OH:35].[CH3:44][CH2:45][O:46][C:47](=[O:48])[CH3:49].[ClH:38].[Na+:37].[O:39]1[CH2:40][CH2:41][CH2:42][CH2:43]1.[OH-:36]>>[C:1]([CH3:2])([CH3:3])([CH3:4])[O:5][C:6](=[O:7])[N:8]1[CH:9]([C:28](=[O:29])[OH:30])[CH2:10][N:11]([S:14](=[O:15])(=[O:16])[c:17]2[cH:18][c:19]3[cH:20][cH:21][c:22]([Cl:27])[cH:23][c:24]3[cH:25][cH:26]2)[CH2:12][CH2:13]1. Reactants: CCOC(=O)C1CN(S(=O)(=O)c2ccc3cc(Cl)ccc3c2)CCN1C(=O)OC(C)(C)C, CCO, CCOC(C)=O, Cl, [Na+], C1CCOC1, [OH-]. The product is CC(C)(C)OC(=O)N1CCN(S(=O)(=O)c2ccc3cc(Cl)ccc3c2)CC1C(=O)O.